Dataset: the Open Reaction Database (ORD), a public repository of structured organic reaction records. Task: describe an organic reaction: reactants, conditions, products, and yield Starting materials: CN(C=O)C (N,N-Dimethylformamide), BrC=1C=C(C(=NC1)C)[N+](=O)[O-] (5-bromo-2-methyl-3-nitropyridine), COC(N(C)C)OC (N,N-dimethylformamide dimethyl acetal), O (Water), O (water). Run in C(C)(C)O (isopropanol). Reaction conditions: time 30 minute. The product is BrC=1C=C(C(=NC1)/C=C/N(C)C)[N+](=O)[O-] ((E)-2-(5-Bromo-3-nitropyridin-2-yl)-N,N-dimethylethen-1-amine). Isolated yield 93.0%. Reaction SMILES: [CH3:1][N:2]([CH3:5])[CH:3]=O.[Br:6][C:7]1[CH:8]=[C:9]([N+:14]([O-:16])=[O:15])[C:10]([CH3:13])=[N:11][CH:12]=1.COC(OC)N(C)C.O>C(O)(C)C>[Br:6][C:7]1[CH:8]=[C:9]([N+:14]([O-:16])=[O:15])[C:10](/[CH:13]=[CH:3]/[N:2]([CH3:5])[CH3:1])=[N:11][CH:12]=1. Procedure details: N,N-Dimethylformamide (270 kg), 5-bromo-2-methyl-3-nitropyridine (90.0 kg, 415 mol), and N,N-dimethylformamide dimethyl acetal (108.0 kg, 906.3 mol) were added to a 2000 L vessel at RT. The reaction mixture was stirred at RT for 30 minutes, then heated to 90±5° C. over a 3-hour period and maintained at this temperature for 4 hours. The mixture was subsequently cooled to 25±5° C. Water (945 kg) was added while keeping the temperature of the mixture at 25±5° C. After the addition of water, the rea...